This data is from the Open Reaction Database (ORD), a public repository of structured organic reaction records. The task is: describe an organic reaction: reactants, conditions, products, and yield Starting materials: [I-].[Na+] (Sodium iodide), BrC=1C=C2C=CC=NC2=CC1 (6-bromo-quinoline), N,N′-dimethyl-cyclohexane. Reagents/catalysts: [Cu]I (copper (I) iodide). Solvent: O1CCOCC1 (dioxane). Run at temperature 110 celsius, time 15 hour. The product is IC=1C=C2C=CC=NC2=CC1 (6-iodo-quinoline). Yield: 95.3%. RXN SMILES: [I-:1].[Na+].Br[C:4]1[CH:5]=[C:6]2[C:11](=[CH:12][CH:13]=1)[N:10]=[CH:9][CH:8]=[CH:7]2>[Cu]I.O1CCOCC1>[I:1][C:4]1[CH:5]=[C:6]2[C:11](=[CH:12][CH:13]=1)[N:10]=[CH:9][CH:8]=[CH:7]2 |f:0.1|. Procedure: Sodium iodide (4.32 g, 28.8 mmol), copper (I) iodide (137 mg, 0.72 mmol), 6-bromo-quinoline (3 g, 14.4 mmol), N,N′-dimethyl-cyclohexane (0.227 ml, 1.44 mmol) and dioxane were charged in microwave tube (25 mL). The tube was flushed with nitrogen for 10 min and sealed with a Teflon septum. The reaction mixture was stirred at 110° C. for 15 hours. Then the suspension was allowed to cooled to rt, poured into ice-water and extracted with DCM. The crude was purified by silica gel column to give 6-iodo... Starting materials: [H-].[Na+] (sodium hydride), FC(C(F)(F)F)(C=1C=CC2=C(C(=CC(O2)(CF)CF)N2C(CCC2)=S)C1)F (6-pentafluoroethyl-2,2-bisfluoromethyl-4-(2-thioxo-1-pyrrolidinyl)-2H-1-benzopyran), IC (iodomethane), [N+](=O)([O-])C (nitromethane), ice water. Run in O1CCCC1 (tetrahydrofuran). The product is FC(C(F)(F)F)(C=1C=CC2=C(C(=CC(O2)(CF)CF)N2C(CCC2)=C[N+](=O)[O-])C1)F (6-pentafluoroethyl-2,2-bisfluoromethyl-4-(2-nitromethylene-1-pyrrolidinyl)-2H-1-benzopyran). Yield: 11.7%. Reaction SMILES: [F:1][C:2]([F:27])([C:7]1[CH:8]=[CH:9][C:10]2[O:15][C:14]([CH2:18][F:19])([CH2:16][F:17])[CH:13]=[C:12]([N:20]3[CH2:24][CH2:23][CH2:22][C:21]3=S)[C:11]=2[CH:26]=1)[C:3]([F:6])([F:5])[F:4].IC.[N+:30]([CH3:33])([O-:32])=[O:31].[H-].[Na+]>O1CCCC1>[F:1][C:2]([F:27])([C:7]1[CH:8]=[CH:9][C:10]2[O:15][C:14]([CH2:18][F:19])([CH2:16][F:17])[CH:13]=[C:12]([N:20]3[CH2:24][CH2:23][CH2:22][C:21]3=[CH:33][N+:30]([O-:32])=[O:31])[C:11]=2[CH:26]=1)[C:3]([F:6])([F:5])[F:4] |f:3.4|. Reported procedure: To a mixture of 0.16 g of 6-pentafluoroethyl-2,2-bisfluoromethyl-4-(2-thioxo-1-pyrrolidinyl)-2H-1-benzopyran, 0.78 g of iodomethane, 0.41 g of nitromethane and 6 ml of tetrahydrofuran was added 0.10 g of sodium hydride (60%) at room temperature with stirring. The mixture was refluxed with heating for 2 hours. After addition of ice water, the mixture was extracted with methylene chloride. The organic layer was washed with water and dried. The solvent was distilled off and the resultant residue wa... The reactants are CCCCCc1cnc(-c2ccc(C=C(Br)Br)cc2)nc1, CCOCC, [Fe+3], O=[N+]([O-])[O-], O=[N+]([O-])[O-], O=[N+]([O-])[O-], N, [Na]. The product is C#Cc1ccc(-c2ncc(CCCCC)cn2)cc1. As a reaction SMILES: [Br:3][C:4](=[CH:5][c:6]1[cH:7][cH:8][c:9](-[c:12]2[n:13][cH:14][c:15]([CH2:18][CH2:19][CH2:20][CH2:21][CH3:22])[cH:16][n:17]2)[cH:10][cH:11]1)[Br:23].[CH3:24][CH2:25][O:26][CH2:27][CH3:28].[Fe+3:33].[N+:29]([O-:30])([O-:31])=[O:32].[N+:34]([O-:35])([O-:36])=[O:37].[N+:38]([O-:39])([O-:40])=[O:41].[NH3:1].[Na:2]>>[CH:4]#[C:5][c:6]1[cH:7][cH:8][c:9](-[c:12]2[n:13][cH:14][c:15]([CH2:18][CH2:19][CH2:20][CH2:21][CH3:22])[cH:16][n:17]2)[cH:10][cH:11]1.